Dataset: the Open Reaction Database (ORD), a public repository of structured organic reaction records. Task: describe an organic reaction: reactants, conditions, products, and yield Reactants: C(C1=CC=CC=C1)OC1=CC2=C(C(C=C2C=C1)(C(=O)OC)C1=CC2=C(C=C1)OCO2)C2=CC=C(C=C2)OC (methyl(RS)-5-benzyloxy-3-(4-methoxyphenyl)-2-(3,4-methylenedioxyphenyl)indene-2-carboxylate), CCOC(=O)C (EtOAc). The reagents and catalysts are [Pd] (palladium on activated carbon). Run in CCO (EtOH). Conditions: time 20 hour. Yields the product OC=1C=C2C(C(C(C2=CC1)C1=CC2=C(C=C1)OCO2)C(=O)OC)C2=CC=C(C=C2)OC (Methyl(1RS,2RS,3SR)-5-Hydroxy-3-(4-methoxy-phenyl)-1-(3,4-methylenedioxyphenyl)indane-2-carboxylate). The yield is 89.0%. Reaction SMILES: C(OC1C=C[C:15]2[C:11](=[C:12]([C:31]3[CH:36]=[CH:35][C:34]([O:37]C)=CC=3)[C:13]([C:22]3[CH:27]=[CH:26][C:25]4[O:28][CH2:29][O:30][C:24]=4[CH:23]=3)(C(OC)=O)[CH:14]=2)C=1)C1C=CC=CC=1.C[CH2:40][O:41][C:42]([CH3:44])=O>CCO.[Pd]>[OH:37][C:34]1[CH:35]=[C:36]2[C:14](=[CH:15][CH:11]=1)[CH:13]([C:22]1[CH:27]=[CH:26][C:25]3[O:28][CH2:29][O:30][C:24]=3[CH:23]=1)[CH:12]([C:29]([O:28][CH3:25])=[O:30])[CH:31]2[C:11]1[CH:15]=[CH:44][C:42]([O:41][CH3:40])=[CH:13][CH:12]=1. Procedure: To a degassed solution of methyl(RS)-5-benzyloxy-3-(4-methoxyphenyl)-2-(3,4-methylenedioxyphenyl)indene-2-carboxylate (6.60 g, 13.0 mmol) in EtOAc (25 ml) and EtOH (175 ml) was added 5% palladium on activated carbon (0.6 g). The resulting suspension was shaken on a Parr hydrogenator at 60 psi H2 for 20 h, at which time NMR analysis of the reaction mixture indicated that the reaction was incomplete. The catalyst was removed by filtration through a pad of Celite, and fresh 5% palladium on activate... The reactants are C(C)(C)(C)OC(=O)N1C[C@H]2[C@@H](C1)CN(C2)C=2C=NC=C(C(=O)O)C2 (5-((3aR,6aS)-5-(tert-butoxycarbonyl)hexahydropyrrolo[3,4-c]pyrrol-2(1H)-yl)nicotinic Acid), CNCC1=CC=CC=C1 (N-methylbenzylamine). Product: C(C1=CC=CC=C1)N(C(=O)C=1C=C(C=NC1)N1C[C@@H]2[C@H](C1)CN(C2)C(=O)OC(C)(C)C)C ((3aR,6aS)-tert-butyl 5-(5-(benzyl(methyl)carbamoyl)pyridin-3-yl)hexahydropyrrolo[3,4-c]pyrrole-2(1H)-carboxylate). As a reaction SMILES: [C:1]([O:5][C:6]([N:8]1[CH2:12][C@H:11]2[CH2:13][N:14]([C:16]3[CH:17]=[N:18][CH:19]=[C:20]([CH:24]=3)[C:21]([OH:23])=O)[CH2:15][C@H:10]2[CH2:9]1)=[O:7])([CH3:4])([CH3:3])[CH3:2].[CH3:25][NH:26][CH2:27][C:28]1[CH:33]=[CH:32][CH:31]=[CH:30][CH:29]=1>>[CH2:27]([N:26]([CH3:25])[C:21]([C:20]1[CH:24]=[C:16]([N:14]2[CH2:15][C@@H:10]3[CH2:9][N:8]([C:6]([O:5][C:1]([CH3:3])([CH3:4])[CH3:2])=[O:7])[CH2:12][C@@H:11]3[CH2:13]2)[CH:17]=[N:18][CH:19]=1)=[O:23])[C:28]1[CH:33]=[CH:32][CH:31]=[CH:30][CH:29]=1. Reported procedure: The product from Example 33B and N-methylbenzylamine were processed as described in Example 33C to provide the title compound. MS (APCI) m/z 437 (M+H)+. The reactants are C1(=CC=CC=C1)S(=O)(=O)NC=1SC(=C(C1C(=O)OCC)C)Br (ethyl 2-benzenesulphonylamino-5-bromo-4-methylthiophene-3-carboxylate), C1(=CC=CC=C1)S(=O)(=O)NC=1SC(=C(C1C(=O)OCC)C)Br (ethyl 2-benzenesulphonylamino-5-bromo-4-methylthiophene-3-carboxylate), O1C=C(C=C1)B(O)O (3-furan boronic acid), C([O-])([O-])=O.[K+].[K+] (potassium carbonate). The solvent is O1CCOCC1 (dioxane), O (water). Reaction conditions: temperature 150 celsius. The product is C1(=CC=CC=C1)S(=O)(=O)NC=1SC(=C(C1C(=O)OCC)C)C1=COC=C1 (ethyl 2-benzenesulphonylamino-5-(furan-3-yl)-4-methyl-thiophene-3-carboxylate). Isolated yield 36.2%. RXN SMILES: [C:1]1([S:7]([NH:10][C:11]2[S:12][C:13](Br)=[C:14]([CH3:21])[C:15]=2[C:16]([O:18][CH2:19][CH3:20])=[O:17])(=[O:9])=[O:8])[CH:6]=[CH:5][CH:4]=[CH:3][CH:2]=1.[O:23]1[CH:27]=[CH:26][C:25](B(O)O)=[CH:24]1.C(=O)([O-])[O-].[K+].[K+]>O1CCOCC1.O>[C:1]1([S:7]([NH:10][C:11]2[S:12][C:13]([C:25]3[CH:26]=[CH:27][O:23][CH:24]=3)=[C:14]([CH3:21])[C:15]=2[C:16]([O:18][CH2:19][CH3:20])=[O:17])(=[O:9])=[O:8])[CH:6]=[CH:5][CH:4]=[CH:3][CH:2]=1 |f:2.3.4|. Procedure details: A mixture of ethyl 2-benzenesulphonylamino-5-bromo-4-methylthiophene-3-carboxylate (Intermediate 34, 0.134 g), 3-furan boronic acid (0.056 g) and potassium carbonate (0.114 g) in dioxane (1.3 ml) and water (0.33 ml) was degassed and placed under nitrogen. Tetrakis(triphenylphosphine)palladium(0) (0.019 g) was added and the mixture was heated in the microwave at 150° C. for 15 minutes. The solvent was removed and the residue was purified by chromatography on silica, eluting with a mixture of ethy... Reactants: ClCCl, CNC, CC#N, O=C(Nc1ccc(Cl)cc1)c1cc(Cl)ccc1NC(=O)c1sc2ccccc2c1CBr, Cl. Product: CN(C)Cc1c(C(=O)Nc2ccc(Cl)cc2C(=O)Nc2ccc(Cl)cc2)sc2ccccc12. Reaction SMILES: [CH2:36]([Cl:37])[Cl:38].[CH3:33][NH:34][CH3:35].[CH3:39][C:40]#[N:41].[Cl:1][c:2]1[cH:3][cH:4][c:5]([NH:8][C:9]([c:10]2[c:11]([NH:17][C:18](=[O:19])[c:20]3[c:21]([CH2:29][Br:30])[c:22]4[c:23]([s:24]3)[cH:25][cH:26][cH:27][cH:28]4)[cH:12][cH:13][c:14]([Cl:16])[cH:15]2)=[O:31])[cH:6][cH:7]1.[ClH:32]>>[Cl:1][c:2]1[cH:3][cH:4][c:5]([NH:8][C:9]([c:10]2[c:11]([NH:17][C:18](=[O:19])[c:20]3[c:21]([CH2:29][N:34]([CH3:33])[CH3:35])[c:22]4[c:23]([s:24]3)[cH:25][cH:26][cH:27][cH:28]4)[cH:12][cH:13][c:14]([Cl:16])[cH:15]2)=[O:31])[cH:6][cH:7]1. The reactants are CN(C)C#N, Cc1cccc(O)c1, Cl, Cc1cccc(-c2ccccc2)c1N. The product is Cc1cccc(-c2ccccc2)c1NC(=N)N(C)C. RXN SMILES: [CH3:16][N:17]([C:18]#[N:19])[CH3:20].[CH3:21][c:22]1[cH:23][c:24]([OH:25])[cH:26][cH:27][cH:28]1.[ClH:1].[NH2:2][c:3]1[c:4](-[c:10]2[cH:11][cH:12][cH:13][cH:14][cH:15]2)[cH:5][cH:6][cH:7][c:8]1[CH3:9]>>[NH:2]([c:3]1[c:4](-[c:10]2[cH:11][cH:12][cH:13][cH:14][cH:15]2)[cH:5][cH:6][cH:7][c:8]1[CH3:9])[C:18]([N:17]([CH3:16])[CH3:20])=[NH:19]. The reactants are CCOC(=O)C.CCCCCC (EtOAc hexane), C1(=CC=C(C=C1)C(=O)Cl)C (p-Toluoyl chloride), C(C1=CC=CC=C1)N1C(=NC(=C(C1=O)C)C)[C@@H](C(C)C)NCCN1C(C2=CC=CC=C2C1=O)=O (2-{2-[(R)-1-(1-benzyl-4,5-dimethyl-6-oxo-1,6-dihyro-pyrimidin-2-yl)-2-methyl-propylamino]-ethyl}-isoindole-1,3-dione), CCN(C(C)C)C(C)C (DIPEA). The solvent is C1(=CC=CC=C1)C (toluene). Run at temperature 110 celsius, time 3 hour. Product: C(C1=CC=CC=C1)N1C(=NC(=C(C1=O)C)C)[C@@H](C(C)C)N1C(=NCC1)C1=CC=C(C=C1)C (3-Benzyl-5,6-dimethyl-2-[(R)-2-methyl-1-(2-p-tolyl-4,5-dihydro-imidazol-1-yl)-propyl]-3H-pyrimidin-4-one). Isolated yield 59.1%. Reaction SMILES: [C:1]1([CH3:10])[CH:6]=[CH:5][C:4]([C:7](Cl)=O)=[CH:3][CH:2]=1.CCN(C(C)C)C(C)C.[CH2:20]([N:27]1[C:32](=[O:33])[C:31]([CH3:34])=[C:30]([CH3:35])[N:29]=[C:28]1[C@H:36]([NH:40][CH2:41][CH2:42][N:43]1C(=O)C2C(=CC=CC=2)C1=O)[CH:37]([CH3:39])[CH3:38])[C:21]1[CH:26]=[CH:25][CH:24]=[CH:23][CH:22]=1.CCOC(C)=O.CCCCCC>C1(C)C=CC=CC=1>[CH2:20]([N:27]1[C:32](=[O:33])[C:31]([CH3:34])=[C:30]([CH3:35])[N:29]=[C:28]1[C@H:36]([N:40]1[CH2:41][CH2:42][N:43]=[C:7]1[C:4]1[CH:5]=[CH:6][C:1]([CH3:10])=[CH:2][CH:3]=1)[CH:37]([CH3:39])[CH3:38])[C:21]1[CH:26]=[CH:25][CH:24]=[CH:23][CH:22]=1 |f:3.4|. Reported procedure: p-Toluoyl chloride (0.033 mL, 0.25 mMol) was dissolved in toluene (2 mL) and was treated with DIPEA (0.093 mL, 0.53 mMol) followed by 2-{2-[(R)-1-(1-benzyl-4,5-dimethyl-6-oxo-1,6-dihyro-pyrimidin-2-yl)-2-methyl-propylamino]-ethyl}-isoindole-1,3-dione (0.100 g, 0.22 mMol) The reaction stirred at 110° C. for 3 h. The reaction was cooled to room temperature and was evaporated under reduced pressure and purified by flash chromatography. (EtOAc/hexane 0-55% gradient) to give the title compound 0.075 ... Starting materials: C(C)(C)(C)OC(=O)N1[C@@H](CCC1)COCC(=O)O ((2S)-2-(((carboxy)methoxy)methyl)-pyrrolidin-1-carboxylic acid tert-butylester), ON1N=NC2=C1N=CC=C2 (1-hydroxy-7-azabenzotriazole), Cl.C(C)N=C=NCCCN(C)C (1-ethyl-3-(3-dimethylaminopropyl)carbodiimide hydrochloride), CN(C([C@@H](CC1=CC2=CC=CC=C2C=C1)NC)=O)[C@H](CC1=CC=CC=C1)C(NC)=O ((2R)-N-Methyl-2-methylamino-N-((1R)-1-(methylcarbamoyl)-2-phenylethyl)-3-(2-naphthyl)propionamide), C(C)(C)N(CC)C(C)C (diisopropylethylamine). Solvent: ClCCl (dichloromethane), ClCCl (dichloromethane). Reaction conditions: time 2 hour. Product: C(C)(C)(C)OC(=O)N1CCCC1 (pyrrolidine-1-carboxylic acid tert-butylester). RXN SMILES: [C:1]([O:5][C:6]([N:8]1[CH2:12][CH2:11][CH2:10][C@H:9]1COCC(O)=O)=[O:7])([CH3:4])([CH3:3])[CH3:2].ON1C2N=CC=CC=2N=N1.Cl.C(N=C=NCCCN(C)C)C.CN([C@@H](C(=O)NC)CC1C=CC=CC=1)C(=O)[C@H](NC)CC1C=CC2C(=CC=CC=2)C=1.C(N(C(C)C)CC)(C)C>ClCCl>[C:1]([O:5][C:6]([N:8]1[CH2:12][CH2:11][CH2:10][CH2:9]1)=[O:7])([CH3:4])([CH3:2])[CH3:3] |f:2.3|. Reported procedure: To a solution of (2S)-2-(((carboxy)methoxy)methyl)-pyrrolidin-1-carboxylic acid tert-butylester (1.2 g, 4.5 mmol) in dichloromethane (20 ml) were added 1-hydroxy-7-azabenzotriazole (612 mg, 4.5 mmol) and 1-ethyl-3-(3-dimethylaminopropyl)carbodiimide hydrochloride (950 mg, 4.95 mmol) and the mixture was stirred for 30 min. (2R)-N-Methyl-2-methylamino-N-((1R)-1-(methylcarbamoyl)-2-phenylethyl)-3-(2-naphthyl)propionamide (605 mg, 1.5 mmol) in dichloromethane (10 mL) was added followed by diisopropy... Run in C1(=CC=CC=C1)C (toluene), C1(=CC=CC=C1)C (toluene). Reactants: [N+](=O)([O-])C=1C=C(C(=O)N=C=O)C=CC1 (m-nitrobenzoyl isocyanate), C(#N)C1NC1 (2-cyanoaziridine). Procedure details: A solution of 5.8 g. m-nitrobenzoyl isocyanate in 100 ml. toluene is added dropwise, while stirring, in the course of about 10 minutes to 2.04 g. 2-cyanoaziridine in 50 ml. anhydrous toluene. The reaction mixture is stirred for 30 minutes at ambient temperature and the precipitated solid product is filtered off with suction, washed with toluene and triturated with diethyl ether. There are thus obtained 4.8 g. white 1-(N-3-nitrobenzoyl-carbamoyl)-2-cyanoaziridine; m.p. 156°-158° C. (after drying ... Product: [N+](=O)([O-])C=1C=C(C(=O)NC(=O)N2C(C2)C#N)C=CC1 (1-(N-3-Nitrobenzoyl-carbamoyl)-2-cyanoaziridine). As a reaction SMILES: [N+:1]([C:4]1[CH:5]=[C:6]([CH:12]=[CH:13][CH:14]=1)[C:7]([N:9]=[C:10]=[O:11])=[O:8])([O-:3])=[O:2].[C:15]([CH:17]1[CH2:19][NH:18]1)#[N:16]>C1(C)C=CC=CC=1>[N+:1]([C:4]1[CH:5]=[C:6]([CH:12]=[CH:13][CH:14]=1)[C:7]([NH:9][C:10]([N:18]1[CH2:19][CH:17]1[C:15]#[N:16])=[O:11])=[O:8])([O-:3])=[O:2]. Starting materials: ClC(C(=O)N=C=O)CCl (2,3-dichloropropionyl isocyanate), ClC=1C=C(N)C=CC1Cl (3,4-dichloroaniline). Run in C1=CC=CC=C1 (benzine), C1=CC=CC=C1 (benzene). Conditions: temperature 20 celsius. The product is ClC=1C=C(C=CC1Cl)NC(=O)NC(C(CCl)Cl)=O (N-(3,4-dichlorophenyl)-N'-(2,3-dichloropropionyl)-urea). The yield is 75.8%. As a reaction SMILES: [Cl:1][CH:2]([CH2:8][Cl:9])[C:3]([N:5]=[C:6]=[O:7])=[O:4].[Cl:10][C:11]1[CH:12]=[C:13]([CH:15]=[CH:16][C:17]=1[Cl:18])[NH2:14]>C1C=CC=CC=1>[Cl:10][C:11]1[CH:12]=[C:13]([NH:14][C:6]([NH:5][C:3](=[O:4])[CH:2]([Cl:1])[CH2:8][Cl:9])=[O:7])[CH:15]=[CH:16][C:17]=1[Cl:18]. Reported procedure: A solution of 17.0 g (0.1 mole) of 2,3-dichloropropionyl isocyanate in 50 ml of wash benzine was added dropwise to a solution of 16.0 g (0.1 mole) of 3,4-dichloroaniline in 150 ml of dry benzene at 0° to 5° C, while cooling. In the course thereof, the reaction product crystallized out. The mixture was stirred for a further hour at 20° C and was filtered, and the product was washed with petroleum ether and dried. 25 g of N-(3,4-dichlorophenyl)-N'-(2,3-dichloropropionyl)-urea of melting point 145°... The reactants are BrCc1ccccc1, CC=CC(=O)O, O=C([O-])[O-], CCOC(C)=O, CN(C)C=O, [K+], [K+]. Yields the product CC=CC(=O)OCc1ccccc1. Reaction SMILES: [Br:13][CH2:14][c:15]1[cH:16][cH:17][cH:18][cH:19][cH:20]1.[C:1]([CH:2]=[CH:3][CH3:4])(=[O:5])[OH:6].[C:7](=[O:8])([O-:9])[O-:10].[CH3:21][CH2:22][O:23][C:24](=[O:25])[CH3:26].[CH3:27][N:28]([CH3:29])[CH:30]=[O:31].[K+:11].[K+:12]>>[C:1]([CH:2]=[CH:3][CH3:4])(=[O:5])[O:6][CH2:14][c:15]1[cH:16][cH:17][cH:18][cH:19][cH:20]1.